From a dataset of the Open Reaction Database (ORD), a public repository of structured organic reaction records. describe an organic reaction: reactants, conditions, products, and yield Starting materials: O=C(Cl)c1ccc(Cl)nc1, O, c1ccncc1, Nc1nc(N)c([N+](=O)[O-])c(-c2ccco2)n1. Reaction SMILES: [Cl:17][c:18]1[n:19][cH:20][c:21]([C:22](=[O:23])[Cl:24])[cH:25][cH:26]1.[OH2:27].[cH:28]1[cH:29][cH:30][n:31][cH:32][cH:33]1.[o:1]1[c:2](-[c:6]2[c:7]([N+:14](=[O:15])[O-:16])[c:8]([NH2:13])[n:9][c:10]([NH2:12])[n:11]2)[cH:3][cH:4][cH:5]1>>[o:1]1[c:2](-[c:6]2[c:7]([N+:14](=[O:15])[O-:16])[c:8]([NH:13][C:22]([c:21]3[cH:20][n:19][c:18]([Cl:17])[cH:26][cH:25]3)=[O:23])[n:9][c:10]([NH2:12])[n:11]2)[cH:3][cH:4][cH:5]1. Yields the product Nc1nc(NC(=O)c2ccc(Cl)nc2)c([N+](=O)[O-])c(-c2ccco2)n1. Reactants: CCOC(=O)CC, CC(C)(C)[O-], CCOC=O, [K+], C1CCOC1. Yields the product CCOC(=O)C(C)=C[O-], [K+]. Reaction SMILES: [C:6]([CH2:7][CH3:8])(=[O:9])[O:10][CH2:11][CH3:12].[CH3:13][C:14]([CH3:15])([O-:16])[CH3:17].[CH:1](=[O:2])[O:3][CH2:4][CH3:5].[K+:18].[O:19]1[CH2:20][CH2:21][CH2:22][CH2:23]1>>[C:1](=[O:2])([O:3][CH2:4][CH3:5])[C:7](=[CH:6][O-:9])[CH3:8].[K+:18]. As a reaction SMILES: Br[C:2]1[C:10](Br)=[CH:9][C:5]2[O:6][CH2:7][O:8][C:4]=2[CH:3]=1.[F:12][C:13]1[CH:18]=[CH:17][C:16](B(O)O)=[CH:15][CH:14]=1.[CH3:22][S:23][C:24]1[CH:29]=[CH:28][C:27](B(O)O)=[CH:26][CH:25]=1>C1(C)C=CC=CC=1.C(O)C.C1C=CC([P]([Pd]([P](C2C=CC=CC=2)(C2C=CC=CC=2)C2C=CC=CC=2)([P](C2C=CC=CC=2)(C2C=CC=CC=2)C2C=CC=CC=2)[P](C2C=CC=CC=2)(C2C=CC=CC=2)C2C=CC=CC=2)(C2C=CC=CC=2)C2C=CC=CC=2)=CC=1>[F:12][C:13]1[CH:18]=[CH:17][C:16]([C:2]2[C:10]([C:27]3[CH:28]=[CH:29][C:24]([S:23][CH3:22])=[CH:25][CH:26]=3)=[CH:9][C:5]3[O:6][CH2:7][O:8][C:4]=3[CH:3]=2)=[CH:15][CH:14]=1 |^1:46,48,67,86|. Reactants: BrC1=CC2=C(OCO2)C=C1Br (5,6-dibromo-1,3-benzodioxole), FC1=CC=C(C=C1)B(O)O (4-fluorophenylboronic acid), CSC1=CC=C(C=C1)B(O)O (4-methylthiophenylboronic acid). The yield is 142.6%. Solvent: C1(=CC=CC=C1)C (toluene), C(C)O (ethanol). The reagents and catalysts are C=1C=CC(=CC1)[P](C=2C=CC=CC2)(C=3C=CC=CC3)[Pd]([P](C=4C=CC=CC4)(C=5C=CC=CC5)C=6C=CC=CC6)([P](C=7C=CC=CC7)(C=8C=CC=CC8)C=9C=CC=CC9)[P](C=1C=CC=CC1)(C=1C=CC=CC1)C=1C=CC=CC1 (Pd(PPh3)4). Yields the product FC1=CC=C(C=C1)C1=CC2=C(OCO2)C=C1C1=CC=C(C=C1)SC (5-(4-fluorophenyl)-6-[4-(methylthio)phenyl]-1,3-benzodioxole). Procedure: Under nitrogen, 1 g of Pd(PPh3)4 was added to a stirred solution of 4 g (14.3 mmol) of 5,6-dibromo-1,3-benzodioxole (Lancaster), 2.4 g (17.2 mmol) of 4-fluorophenylboronic acid, and 2.87 g (17.2 mmol) of 4-methylthiophenylboronic acid (Example 1, Step 2) in 70 mL of toluene, 40 mL of ethanol, and 30 mL of 2M Na2C03. After vigorous stirring at reflux overnight, the solvent was removed in vacuo. The residue was dissolved in ethyl acetate, washed with water, and dried over Na2SO4. Concentration in ... Starting materials: Cc1ccccc1, CCOC(C)=O, OCCC1CCCc2c1cnn2-c1ccc(Cl)c(Cl)c1, O=S(Cl)Cl. The product is ClCCC1CCCc2c1cnn2-c1ccc(Cl)c(Cl)c1. Reaction SMILES: [CH3:25][c:26]1[cH:27][cH:28][cH:29][cH:30][cH:31]1.[CH3:32][CH2:33][O:34][C:35](=[O:36])[CH3:37].[Cl:5][c:6]1[cH:7][c:8](-[n:13]2[n:14][cH:15][c:16]3[c:21]2[CH2:20][CH2:19][CH2:18][CH:17]3[CH2:22][CH2:23][OH:24])[cH:9][cH:10][c:11]1[Cl:12].[S:1]([Cl:2])([Cl:3])=[O:4]>>[Cl:3][CH2:23][CH2:22][CH:17]1[c:16]2[cH:15][n:14][n:13](-[c:8]3[cH:7][c:6]([Cl:5])[c:11]([Cl:12])[cH:10][cH:9]3)[c:21]2[CH2:20][CH2:19][CH2:18]1.